From a dataset of the Open Reaction Database (ORD), a public repository of structured organic reaction records. describe an organic reaction: reactants, conditions, products, and yield The reactants are COC(=O)C1=C(C=CC=C1)NC([C@H]1N(CCC1)C(=O)OCC1=CC=CC=C1)=O (N-benzyloxycarbonyl-(S)-proline 2-methoxycarbonylphenylamide). Reagents/catalysts: [Pd].[C] (Pd carbon). Run in C(C)O (ethanol). Run at time 1.5 hour. Product: COC(=O)C1=C(C=CC=C1)NC([C@H]1NCCC1)=O ((S)-proline 2-methoxycarbonylphenylamide). Yield: 77.0%. As a reaction SMILES: [CH3:1][O:2][C:3]([C:5]1[CH:10]=[CH:9][CH:8]=[CH:7][C:6]=1[NH:11][C:12](=[O:28])[C@@H:13]1[CH2:17][CH2:16][CH2:15][N:14]1C(OCC1C=CC=CC=1)=O)=[O:4]>C(O)C.[Pd].[C]>[CH3:1][O:2][C:3]([C:5]1[CH:10]=[CH:9][CH:8]=[CH:7][C:6]=1[NH:11][C:12](=[O:28])[C@@H:13]1[CH2:17][CH2:16][CH2:15][NH:14]1)=[O:4] |f:2.3|. Procedure details: In 20 ml of ethanol was dissolved 1.9 g of N-benzyloxycarbonyl-(S)-proline 2-methoxycarbonylphenylamide prepared in Reference Example 39. To the solution was added 1 g of 10% Pd-carbon and the mixture was hydrogenated at ambient temperature and under atomspheric pressure. After 1.5 hours, the catalyst was removed by filtration and the filtrate was distilled off under reduced pressure. To the residue was added ether. The precipitated crystals were collected by filtration, giving 950 mg of (S)-pro... The reactants are C(C)(=O)N1CCC2=CC(=CC=C12)CC(=O)OC (Methyl 1-acetylindoline-5-acetate), Cl (HCl). Solvent: O (water), CO (methanol), O (water). Yields the product N1CCC2=CC(=CC=C12)CC(=O)OC (methyl indoline-5-acetate). Isolated yield 73.9%. Reaction SMILES: C([N:4]1[C:12]2[C:7](=[CH:8][C:9]([CH2:13][C:14]([O:16][CH3:17])=[O:15])=[CH:10][CH:11]=2)[CH2:6][CH2:5]1)(=O)C.Cl>CO.O>[NH:4]1[C:12]2[C:7](=[CH:8][C:9]([CH2:13][C:14]([O:16][CH3:17])=[O:15])=[CH:10][CH:11]=2)[CH2:6][CH2:5]1. Procedure: A solution of 2 (1.75 g, 7.5 mmol) in a mixture of methanol (100 mL), water (20 mL) and conc. HCl (10 mL) was refluxed for 4 h. The solution was diluted with water (30 mL), concentrated to about 50 mL, basified to pH 8 with K2CO3 and extracted with EtOAc. The combined organic phases were washed with brine, dried and evaporated to give methyl indoline-5-acetate 3 as a brown oil (1.06 g, 74%); 1H NMR: δH (90 MHz) 6.80-7.06 (m, 2H), 6.58 (d, J=8 Hz, 1H), 3.64 (s, 3H), 3.52 (t, J=7.2 Hz, 3H), 3.50 (... Reactants: NC1=C(C=CC(=C1)C(F)(F)F)C1=CC(=NC=N1)OC1=CC=CC2=C1N=C(S2)NC(C)=O (N-{4-[6-(2-Amino-4-trifluoromethyl-phenyl)-pyrimidin-4-yloxy]-benzothiazol-2-yl}-acetamide), C(C)(=O)OC(C)=O (acetic anhydride). The solvent is C1(=CC=CC=C1)C (toluene). The product is C(C)(=O)NC=1SC2=C(N1)C(=CC=C2)OC2=CC(=NC=N2)C2=C(C=C(C=C2)C(F)(F)F)NC(C)=O (N-{2-[6-(2-Acetylamino-benzothiazol-4-yloxy)-pyrimidin-4-yl]-5-trifluoromethyl-phenyl}-acetamide). As a reaction SMILES: [NH2:1][C:2]1[CH:7]=[C:6]([C:8]([F:11])([F:10])[F:9])[CH:5]=[CH:4][C:3]=1[C:12]1[N:17]=[CH:16][N:15]=[C:14]([O:18][C:19]2[C:24]3[N:25]=[C:26]([NH:28][C:29](=[O:31])[CH3:30])[S:27][C:23]=3[CH:22]=[CH:21][CH:20]=2)[CH:13]=1.[C:32](OC(=O)C)(=[O:34])[CH3:33]>C1(C)C=CC=CC=1>[C:29]([NH:28][C:26]1[S:27][C:23]2[CH:22]=[CH:21][CH:20]=[C:19]([O:18][C:14]3[N:15]=[CH:16][N:17]=[C:12]([C:3]4[CH:4]=[CH:5][C:6]([C:8]([F:11])([F:9])[F:10])=[CH:7][C:2]=4[NH:1][C:32](=[O:34])[CH3:33])[CH:13]=3)[C:24]=2[N:25]=1)(=[O:31])[CH3:30]. Reported procedure: To a suspension of N-{4-[6-(2-amino-4-trifluoromethyl-phenyl)-pyrimidin-4-yloxy]-benzothiazol-2-yl}-acetamide, (Example 151), (0.20 g, 0.50 mmol) in toluene (10 mL) was added acetic anhydride (0.090 g, 0.80 mmol, Aldrich). The reaction mixture was heated at reflux for 3 h, allowed to cool to room temperature and concentrated in vacuum. The residue was dissolved in EtOAc (20 mL) and washed with satd NaHCO3 (2×20 mL), dried over Na2SO4, filtered and concentrated in vacuum. Purification by silica g... Product: C(C)OC(C(C(=O)OCC)CCCCCCOC1OCCCC1)=O (2-[6-(Tetrahydro-pyran-2-yloxy)-hexyl]-malonic acid diethyl ester). Reaction SMILES: [Na].[C:2]([O:10][CH2:11][CH3:12])(=[O:9])[CH2:3][C:4]([O:6][CH2:7][CH3:8])=[O:5].Cl[CH2:14][CH2:15][CH2:16][CH2:17][CH2:18][CH2:19][O:20][CH:21]1[CH2:26][CH2:25][CH2:24][CH2:23][O:22]1.CCOCC>C(O)C>[CH2:11]([O:10][C:2](=[O:9])[CH:3]([CH2:14][CH2:15][CH2:16][CH2:17][CH2:18][CH2:19][O:20][CH:21]1[CH2:26][CH2:25][CH2:24][CH2:23][O:22]1)[C:4]([O:6][CH2:7][CH3:8])=[O:5])[CH3:12] |^1:0|. Reported procedure: Sodium (1.13 g, 49 mmol) in small quantities was dissolved in dry ethanol (100 ml) with constant stirring under a blanket of dry nitrogen. Diethyl malonate (8.0 g, 50 mmol) was added in one portion and the solution heated at 60° C. for 1 hour. 2-(6-Chloro-hexyloxy)-tetrahydropyran (9.3 g, 42.2 mmol) was added in one portion and the temperature raised to 75-80° C. and maintained at this level for 24 hours. After cooling, the inorganic solid was removed by filtration and solvent evaporated from th... The solvent is C(C)O (ethanol), pet ether. Reaction conditions: temperature 60 celsius. Reactants: C(CC(=O)OCC)(=O)OCC (Diethyl malonate), CCOCC (ether), [Na] (Sodium), ClCCCCCCOC1OCCCC1 (2-(6-Chloro-hexyloxy)-tetrahydropyran). The reactants are NCC1=C(C=C(C(=C1)C)CN)C (1,4-diaminomethyl-2,5-dimethylbenzene), [OH-].[Na+] (caustic soda), 80C, C(C1=CC=CC=C1)Cl (benzyl chloride). Product: 50, C(C1=CC=CC=C1)NCC1=C(C=C(C(=C1)C)CNCC1=CC=CC=C1)C (1,4-bis(benzylaminomethyl)-2,5-dimethylbenzene). Reaction SMILES: [NH2:1][CH2:2][C:3]1[CH:8]=[C:7]([CH3:9])[C:6]([CH2:10][NH2:11])=[CH:5][C:4]=1[CH3:12].[OH-].[Na+].[CH2:15](Cl)[C:16]1[CH:21]=[CH:20][CH:19]=[CH:18][CH:17]=1>>[CH2:15]([NH:1][CH2:2][C:3]1[CH:8]=[C:7]([CH3:9])[C:6]([CH2:10][NH:11][CH2:2][C:3]2[CH:8]=[CH:7][CH:6]=[CH:5][CH:4]=2)=[CH:5][C:4]=1[CH3:12])[C:16]1[CH:21]=[CH:20][CH:19]=[CH:18][CH:17]=1 |f:1.2|. Procedure details: Separately, 32.8 parts of 1,4-diaminomethyl-2,5-dimethylbenzene and 100 parts of 20% caustic soda were heated at 80C. and reacted by adding 50.4 parts of benzyl chloride with stirring to obtain 50 parts of 1,4-bis(benzylaminomethyl)-2,5-dimethylbenzene, to which was then admixed 30 parts of octylphenoxyhexadecylethenoxyethylsulfate soda, 10 parts of a sperm oil alcohol-ethylene oxide adduct and 10 parts of isopropanol with stirring to obtain 100 parts of an emulsifier-incorporated composition.